Dataset: the Open Reaction Database (ORD), a public repository of structured organic reaction records. Task: describe an organic reaction: reactants, conditions, products, and yield Starting materials: BrCCn1cccc1, O=C([O-])[O-], [Cl-], [Cs+], [Cs+], COCCc1nc2c(N)nc3cc(O)ccc3c2n1CC(C)(C)O, [Na+], O. Yields the product COCCc1nc2c(N)nc3cc(OCCn4cccc4)ccc3c2n1CC(C)(C)O. As a reaction SMILES: [Br:31][CH2:32][CH2:33][n:34]1[cH:35][cH:36][cH:37][cH:38]1.[C:25](=[O:26])([O-:27])[O-:28].[Cl-:40].[Cs+:29].[Cs+:30].[NH2:1][c:2]1[n:3][c:4]2[cH:5][c:6]([OH:24])[cH:7][cH:8][c:9]2[c:10]2[c:11]1[n:12][c:13]([CH2:20][CH2:21][O:22][CH3:23])[n:14]2[CH2:15][C:16]([CH3:17])([CH3:18])[OH:19].[Na+:39].[OH2:41]>>[NH2:1][c:2]1[n:3][c:4]2[cH:5][c:6]([O:24][CH2:32][CH2:33][n:34]3[cH:35][cH:36][cH:37][cH:38]3)[cH:7][cH:8][c:9]2[c:10]2[c:11]1[n:12][c:13]([CH2:20][CH2:21][O:22][CH3:23])[n:14]2[CH2:15][C:16]([CH3:17])([CH3:18])[OH:19]. The reactants are C(C1=CC=CC=C1)OC(=O)NC(CC(=O)NC1C(NC2=C(CC1)C=CC=C2)=O)(C)C (3-benzyloxycarbonylamino-3-methyl-N-[2,3,4,5-tetrahydro-2-oxo-1H-1-benzazepin-3-yl ]-butanamide), BrCC1=CC=C(C=C1)C1=C(C=CC=C1)C(F)(F)F (4'-bromomethyl-2-trifluoromethyl-1,1'-biphenyl), C37H36F3N3O4. The product is C(C1=CC=CC=C1)OC(=O)NC(CC(=O)NC1C(N(C2=C(CC1)C=CC=C2)CC2=CC=C(C=C2)C2=C(C=CC=C2)C(F)(F)F)=O)(C)C (3-Benzyloxycarbonylamino-3-methyl-N-[2,3,4,5-tetrahydro-2-oxo-1-[[2'-trifluoromethyl [1,1'-biphenyl]-4-yl]methyl]-1H-1-benzazepin-3-yl]-butanamide). As a reaction SMILES: [CH2:1]([O:8][C:9]([NH:11][C:12]([CH3:30])([CH3:29])[CH2:13][C:14]([NH:16][CH:17]1[CH2:23][CH2:22][C:21]2[CH:24]=[CH:25][CH:26]=[CH:27][C:20]=2[NH:19][C:18]1=[O:28])=[O:15])=[O:10])[C:2]1[CH:7]=[CH:6][CH:5]=[CH:4][CH:3]=1.Br[CH2:32][C:33]1[CH:38]=[CH:37][C:36]([C:39]2[CH:44]=[CH:43][CH:42]=[CH:41][C:40]=2[C:45]([F:48])([F:47])[F:46])=[CH:35][CH:34]=1>>[CH2:1]([O:8][C:9]([NH:11][C:12]([CH3:30])([CH3:29])[CH2:13][C:14]([NH:16][CH:17]1[CH2:23][CH2:22][C:21]2[CH:24]=[CH:25][CH:26]=[CH:27][C:20]=2[N:19]([CH2:32][C:33]2[CH:34]=[CH:35][C:36]([C:39]3[CH:44]=[CH:43][CH:42]=[CH:41][C:40]=3[C:45]([F:46])([F:47])[F:48])=[CH:37][CH:38]=2)[C:18]1=[O:28])=[O:15])=[O:10])[C:2]1[CH:7]=[CH:6][CH:5]=[CH:4][CH:3]=1. Reported procedure: Prepared from 3-benzyloxycarbonylamino-3-methyl-N-[2,3,4,5-tetrahydro-2-oxo-1H-1-benzazepin-3-yl ]-butanamide (Example 51, Step A) and 4'-bromomethyl-2-trifluoromethyl-1,1'-biphenyl by the procedure described in Example 1, Step K. 1H NMR (300 MHz,CDCl3): 1.37 (s,3H), 1.39 (s,3H), 1.73 (m,1H), 2.2-2.6 (m,5H), 4.50 (m,1H), 4.82 (d,15Hz,1H), 5.06 (s,2H), 5.29 (d,15Hz,1H), 5.65 (s,1H), 6.70 (d,7Hz,1H), 7.1-7.4 (m,14H), 7.44 (t,8Hz,1H), 7.52 (t,8Hz,1H), 7.71 (d,8Hz,1H). FAB-MS: calculated for C37H36F... Starting materials: CC1OC(n2c(Br)nc3cc(Cl)c(Cl)cc32)C(F)C1O, CC(C)N, CCO. The product is CC(C)Nc1nc2cc(Cl)c(Cl)cc2n1C1OC(C)C(O)C1F. Reaction SMILES: [Br:1][c:2]1[n:3][c:4]2[c:5]([n:6]1[CH:7]1[CH:8]([F:14])[CH:9]([OH:10])[CH:11]([CH3:13])[O:12]1)[cH:15][c:16]([Cl:20])[c:17]([Cl:19])[cH:18]2.[CH3:21][CH:22]([CH3:23])[NH2:24].[CH3:25][CH2:26][OH:27]>>[c:2]1([NH:24][CH:22]([CH3:21])[CH3:23])[n:3][c:4]2[c:5]([n:6]1[CH:7]1[CH:8]([F:14])[CH:9]([OH:10])[CH:11]([CH3:13])[O:12]1)[cH:15][c:16]([Cl:20])[c:17]([Cl:19])[cH:18]2. Reactants: C(=O)[C@@H]1CC=CC[C@@H]1\C=C\C=C\C(CCCCCCCC)OC(C)=O (cis-(1RS)-1-formyl-(6RS)-6-[(1E,3E)-(5RS)-5-acetoxy-1,3-tridecadienyl]-3-cyclohexene), [Cl-].[NH4+] (ammonium chloride). The solvent is [Mg] (magnesium), O1CCCC1 (tetrahydrofuran). Conditions: temperature -20 celsius, time 30 minute. Yields the product C(C)(=O)OC(CCCCO)[C@@H]1CC=CC[C@@H]1\C=C\C=C\C(CCCCCCCC)OC(C)=O ((+)-(5RS)-5-Acetoxy-5-[cis-(6RS)-6-((1E,3E)-(5RS)-5-acetoxy-1,3,tridecadienyl)-(1RS)-3-cyclohexen-1-yl]-pentanol). Isolated yield 146.2%. Reaction SMILES: [CH:1]([C@H:3]1[C@@H:8](/[CH:9]=[CH:10]/[CH:11]=[CH:12]/[CH:13]([O:22][C:23](=[O:25])[CH3:24])[CH2:14][CH2:15][CH2:16][CH2:17][CH2:18][CH2:19][CH2:20][CH3:21])[CH2:7][CH:6]=[CH:5][CH2:4]1)=[O:2].[Cl-].[NH4+]>O1CCCC1.[Mg]>[C:1]([O:2][CH:1]([C@H:3]1[C@@H:8](/[CH:9]=[CH:10]/[CH:11]=[CH:12]/[CH:13]([O:22][C:23](=[O:25])[CH3:24])[CH2:14][CH2:15][CH2:16][CH2:17][CH2:18][CH2:19][CH2:20][CH3:21])[CH2:7][CH:6]=[CH:5][CH2:4]1)[CH2:10][CH2:11][CH2:12][CH2:13][OH:22])(=[O:2])[CH3:3] |f:1.2|. Procedure: A solution of 4.2 g of cis-(1RS)-1-formyl-(6RS)-6-[(1E,3E)-(5RS)-5-acetoxy-1,3-tridecadienyl]-3-cyclohexene in 8.25 ml of tetrahydrofuran is installed in 29.9 ml of this magnesium organic solution at -20° C. under argon and stirred for 30 minutes at -20° C. It is mixed with 150 ml of saturated ammonium chloride solution, extracted three times with ether, the organic phase is shaken out with brine, dried on magnesium sulfate and concentrated by evaporation in a vacuum. The residue is chromatograp... Starting materials: Cl.Cl.COC1=CC=C(C(=N1)N)N (6-methoxypyridine-2,3-diamine dihydrochloride), C(=O)O (formic acid). Product: COC1=CC=C2C(=N1)N=CN2 (5-methoxy-1H-imidazo[4,5-b]pyridine). As a reaction SMILES: Cl.Cl.[CH3:3][O:4][C:5]1[N:10]=[C:9]([NH2:11])[C:8]([NH2:12])=[CH:7][CH:6]=1.[CH:13](O)=O>>[CH3:3][O:4][C:5]1[N:10]=[C:9]2[N:11]=[CH:13][NH:12][C:8]2=[CH:7][CH:6]=1 |f:0.1.2|. Procedure details: 10.19 g of 6-methoxypyridine-2,3-diamine dihydrochloride were dissolved in 100 ml formic acid and stirred under reflux for 72 h. The formic acid was evaporated under vacuum and the residue was dried under vacuum at 95° C. to give crude 5-methoxy-1H-imidazo[4,5-b]pyridine (as hydrochloride and/or as formic acid salt and/or as free base) that was used for the following step without further purification. Reactants: CCN=C=NCCCN(C)C, CCN(C(C)C)C(C)C, Cl, Cl, O=C(c1ccccc1C(F)(F)F)N1CCNCC1, CN(C)C=O, O, On1nnc2ccccc21, O=C(O)CNC(=O)c1ccc2[nH]ccc2c1. Yields the product O=C(NCC(=O)N1CCN(C(=O)c2ccccc2C(F)(F)F)CC1)c1ccc2[nH]ccc2c1. Reaction SMILES: [CH3:36][CH2:37][N:38]=[C:39]=[N:40][CH2:41][CH2:42][CH2:43][N:44]([CH3:45])[CH3:46].[CH:1]([N:2]([CH2:3][CH3:4])[CH:5]([CH3:6])[CH3:7])([CH3:8])[CH3:9].[ClH:47].[ClH:48].[N:49]1([C:55](=[O:56])[c:57]2[c:58]([C:63]([F:64])([F:65])[F:66])[cH:59][cH:60][cH:61][cH:62]2)[CH2:50][CH2:51][NH:52][CH2:53][CH2:54]1.[O:67]=[CH:68][N:69]([CH3:70])[CH3:71].[OH2:72].[OH:26][n:27]1[c:28]2[c:29]([cH:30][cH:31][cH:32][cH:33]2)[n:34][n:35]1.[nH:10]1[cH:11][cH:12][c:13]2[cH:14][c:15]([C:19](=[O:20])[NH:21][CH2:22][C:23](=[O:24])[OH:25])[cH:16][cH:17][c:18]12>>[nH:10]1[cH:11][cH:12][c:13]2[cH:14][c:15]([C:19](=[O:20])[NH:21][CH2:22][C:23](=[O:25])[N:52]3[CH2:51][CH2:50][N:49]([C:55](=[O:56])[c:57]4[c:58]([C:63]([F:64])([F:65])[F:66])[cH:59][cH:60][cH:61][cH:62]4)[CH2:54][CH2:53]3)[cH:16][cH:17][c:18]12. The reactants are OC1=CC=C2C=C(NC2=C1CC=C)C(=O)OCC (Ethyl 6-hydroxy-7-(2-propenyl)-1H-indole-2-carboxylate). Reagents/catalysts: [Pd] (Pd/C). Run in C(C)O (ethanol). Yields the product OC1=CC=C2C=C(NC2=C1CCC)C(=O)OCC (Ethyl 6-hydroxy-7-propyl-1H-indole-2-carboxylate). RXN SMILES: [OH:1][C:2]1[C:10]([CH2:11][CH:12]=[CH2:13])=[C:9]2[C:5]([CH:6]=[C:7]([C:14]([O:16][CH2:17][CH3:18])=[O:15])[NH:8]2)=[CH:4][CH:3]=1>C(O)C.[Pd]>[OH:1][C:2]1[C:10]([CH2:11][CH2:12][CH3:13])=[C:9]2[C:5]([CH:6]=[C:7]([C:14]([O:16][CH2:17][CH3:18])=[O:15])[NH:8]2)=[CH:4][CH:3]=1. Reported procedure: The product of step b) was dissolved in dry ethanol (350 ml), treated with 10% Pd/C (0.3 g) and hydrogenated at 35 psi at room temperature until H2 uptake ceased (1.5 hours). The catalyst was filtered off and the filtrate evaporated to dryness.